From a dataset of the Open Reaction Database (ORD), a public repository of structured organic reaction records. describe an organic reaction: reactants, conditions, products, and yield The reactants are BrC=1C=C2C(=NC1)N(C=C2C=2C=NN(C2)CC2=CC(=CC=C2)C(F)(F)F)S(=O)(=O)C2=CC=C(C)C=C2 (5-bromo-1-tosyl-3-(1-(3-(trifluoromethyl)benzyl)-1H-pyrazol-4-yl)-1H-pyrrolo[2,3-b]pyridine), C([O-])([O-])=O.[Na+].[Na+] (sodium carbonate), CC1(OB(OC1(C)C)C=1C=C(C=CC1)NS(=O)(=O)C)C (N-(3-(4,4,5,5-tetramethyl-1,3,2-dioxaborolan-2-yl)phenyl)methanesulfonamide), CC1(OB(OC1(C)C)C=1C=C(C=CC1)NS(=O)(=O)C)C (N-(3-(4,4,5,5-tetramethyl-1,3,2-dioxaborolan-2-yl)phenyl)methanesulfonamide). The reagents and catalysts are Cl[Pd]([P](C1=CC=CC=C1)(C2=CC=CC=C2)C3=CC=CC=C3)([P](C4=CC=CC=C4)(C5=CC=CC=C5)C6=CC=CC=C6)Cl (bis(triphenyl phosphine)palladium(ii) dichloride). Run in C1(=CC=CC=C1)C.C(C)O.O (toluene ethanol water). Product: S(=O)(=O)(C1=CC=C(C)C=C1)N1C=C(C=2C1=NC=C(C2)C=2C=C(C=CC2)NS(=O)(=O)C)C=2C=NN(C2)CC2=CC(=CC=C2)C(F)(F)F (N-(3-(1-tosyl-3-(1-(3-(trifluoromethyl)benzyl)-1H-pyrazol-4-yl)-1H-pyrrolo[2,3-b]pyridin-5-yl)phenyl)methanesulfonamide). The yield is 100.9%. RXN SMILES: Br[C:2]1[CH:3]=[C:4]2[C:10]([C:11]3[CH:12]=[N:13][N:14]([CH2:16][C:17]4[CH:22]=[CH:21][CH:20]=[C:19]([C:23]([F:26])([F:25])[F:24])[CH:18]=4)[CH:15]=3)=[CH:9][N:8]([S:27]([C:30]3[CH:36]=[CH:35][C:33]([CH3:34])=[CH:32][CH:31]=3)(=[O:29])=[O:28])[C:5]2=[N:6][CH:7]=1.CC1(C)C(C)(C)OB([C:45]2[CH:46]=[C:47]([NH:51][S:52]([CH3:55])(=[O:54])=[O:53])[CH:48]=[CH:49][CH:50]=2)O1.C(=O)([O-])[O-].[Na+].[Na+]>Cl[Pd](Cl)([P](C1C=CC=CC=1)(C1C=CC=CC=1)C1C=CC=CC=1)[P](C1C=CC=CC=1)(C1C=CC=CC=1)C1C=CC=CC=1.C1(C)C=CC=CC=1.C(O)C.O>[S:27]([N:8]1[C:5]2=[N:6][CH:7]=[C:2]([C:45]3[CH:46]=[C:47]([NH:51][S:52]([CH3:55])(=[O:53])=[O:54])[CH:48]=[CH:49][CH:50]=3)[CH:3]=[C:4]2[C:10]([C:11]2[CH:12]=[N:13][N:14]([CH2:16][C:17]3[CH:22]=[CH:21][CH:20]=[C:19]([C:23]([F:26])([F:25])[F:24])[CH:18]=3)[CH:15]=2)=[CH:9]1)([C:30]1[CH:36]=[CH:35][C:33]([CH3:34])=[CH:32][CH:31]=1)(=[O:29])=[O:28] |f:2.3.4,6.7.8,^1:65,84|. Reported procedure: Using similar reaction conditions as described in step 2 of example 1, 5-bromo-1-tosyl-3-(1-(3-(trifluoromethyl)benzyl)-1H-pyrazol-4-yl)-1H-pyrrolo[2,3-b]pyridine (165 mg, 0.28 mmol) was coupled with N-(3-(4,4,5,5-tetramethyl-1,3,2-dioxaborolan-2-yl)phenyl) methane sulfonamide (Intermediate 3) (119 mg, 0.401 mmol) in sodium carbonate (91 mg, 0.86 mmol), bis(triphenyl phosphine)palladium(ii) dichloride (10 mg, 0.014 mmol) and toluene/ethanol/water (15/6/2 ml) to afford 188 mg (98.4% yield) of the... Starting materials: C(C)OC(C(C(C1=CC=CC=C1)=CN1CCOCC1)=NNC1=CC=C(C=C1)C)=O (2-(4-methylphenylhydrazono)-3-morpholinomethylene-3-phenylpropionic acid ethyl ester), Cl (hydrochloric acid). Solvent: O1CCOCC1 (dioxane). Yields the product C(C)OC(=O)C1=NN(C=C1C1=CC=CC=C1)C1=CC=C(C=C1)C (4-phenyl-1-(4-tolyl)-3-pyrazolecarboxylic acid ethyl ester). Reaction SMILES: [CH2:1]([O:3][C:4](=[O:29])[C:5](=[N:20][NH:21][C:22]1[CH:27]=[CH:26][C:25]([CH3:28])=[CH:24][CH:23]=1)[C:6](=[CH:13]N1CCOCC1)[C:7]1[CH:12]=[CH:11][CH:10]=[CH:9][CH:8]=1)[CH3:2].Cl>O1CCOCC1>[CH2:1]([O:3][C:4]([C:5]1[C:6]([C:7]2[CH:12]=[CH:11][CH:10]=[CH:9][CH:8]=2)=[CH:13][N:21]([C:22]2[CH:27]=[CH:26][C:25]([CH3:28])=[CH:24][CH:23]=2)[N:20]=1)=[O:29])[CH3:2]. Procedure: 27.6 g. of 2-(4-methylphenylhydrazono)-3-morpholinomethylene-3-phenylpropionic acid ethyl ester are treated with 260 ml. of dioxane and 80 ml. of 2N hydrochloric acid and are heated under reflux for 45 minutes. The reaction is allowed to cool and then is concentrated in vacuum, the residue being taken up in chloroform. The chloroform phase is washed with water and concentrated in vacuum. The residue is treated with petroleum ether. 17.1 g. of 4-phenyl-1-(4-tolyl)-3-pyrazolecarboxylic acid ethyl ... The reactants are FC(F)Cl, [Na+], C1COCCO1, [OH-], O, CC(=O)c1ccc(O)cc1C. The product is CC(=O)c1ccc(OC(F)F)cc1C. RXN SMILES: [Cl:15][CH:16]([F:17])[F:18].[Na+:14].[O:19]1[CH2:20][CH2:21][O:22][CH2:23][CH2:24]1.[OH-:13].[OH2:12].[OH:1][c:2]1[cH:3][c:4]([CH3:11])[c:5]([C:8]([CH3:9])=[O:10])[cH:6][cH:7]1>>[O:1]([c:2]1[cH:3][c:4]([CH3:11])[c:5]([C:8]([CH3:9])=[O:10])[cH:6][cH:7]1)[CH:16]([F:17])[F:18].